From a dataset of the Open Reaction Database (ORD), a public repository of structured organic reaction records. describe an organic reaction: reactants, conditions, products, and yield Yield: 88.0%. RXN SMILES: [N:1]([C:4]1[C:13]2[C:8](=[CH:9][CH:10]=[C:11]([N+:14]([O-])=O)[CH:12]=2)[N:7]=[C:6]([C:17]2[CH:22]=[CH:21][CH:20]=[C:19]([F:23])[CH:18]=2)[CH:5]=1)=[N+]=[N-].O>C(OCC)(=O)C.C(O)C>[F:23][C:19]1[CH:18]=[C:17]([C:6]2[CH:5]=[C:4]([NH2:1])[C:13]3[C:8](=[CH:9][CH:10]=[C:11]([NH2:14])[CH:12]=3)[N:7]=2)[CH:22]=[CH:21][CH:20]=1. Reactants: N(=[N+]=[N-])C1=CC(=NC2=CC=C(C=C12)[N+](=O)[O-])C1=CC(=CC=C1)F (4-azido-2-(3-fluorophenyl)-6-nitro-quinoline), stannous chloride dihydrate, O (water). Procedure: Into a 500 mL three-neck flask equipped with a condenser, magnetic stirrer, nitrogen inlet gas outlet and a silicone oil heating bath was placed 4-azido-2-(3-fluorophenyl)-6-nitro-quinoline. The material was suspended in 250 mL of ethyl acetate and 50 mL of ethanol. The stirred mixture was heated to reflux, then 20 g (89 mmoles, 6 equiv.) of stannous chloride dihydrate was cautiously added portionwise over 40 min. The reaction was then heated for an additional 2 hr. At the end of this time, the ... The solvent is C(C)(=O)OCC (ethyl acetate), C(C)O (ethanol). The product is FC=1C=C(C=CC1)C1=NC2=CC=C(C=C2C(=C1)N)N (2-(3-Fluorophenyl)-4,6-quinolinediamine). The reactants are FC1=CC(=C(C=C1)NCC(=O)OC)[N+](=O)[O-] (Methyl N-(4-fluoro-2-nitrophenyl)glycinate), S(=O)([O-])S(=O)[O-].[Na+].[Na+] (Sodium dithionite). The solvent is O (water). Reaction conditions: temperature 100 celsius. Yields the product FC1=CC=C2NCC(NC2=C1)=O (7-Fluoro-3,4-dihydro-2(1H)-quinoxalinone). RXN SMILES: [F:1][C:2]1[CH:7]=[CH:6][C:5]([NH:8][CH2:9][C:10](OC)=[O:11])=[C:4]([N+:14]([O-])=O)[CH:3]=1.S(S([O-])=O)([O-])=O.[Na+].[Na+]>O>[F:1][C:2]1[CH:3]=[C:4]2[C:5]([NH:8][CH2:9][C:10](=[O:11])[NH:14]2)=[CH:6][CH:7]=1 |f:1.2.3|. Procedure details: Methyl N-(4-fluoro-2-nitrophenyl)glycinate (40 g, 175 mmol) in water (2000 mL) was heated to 90° C. Sodium dithionite (243.8 g, 1401 mmol) was added in portions. The resulting mixture was heated at 100° C. for 2 h, then allowed to cool. The solid was filtered off, washed with water and dried to give the product (13.75, 47%). Concentration of the liquor by evaporation to ˜700 mL gave a further precipitate which was filtered off, washed and dried as before to give more product (1.90 g: total yield... As a reaction SMILES: [Si:1]([N:8]1[C:14](=[O:15])[C@@H:13]2[C@H:9]1[C@@H:10]([OH:26])[CH2:11][N:12]2[C:16]([O:18][CH2:19][C:20]1[CH:25]=[CH:24][CH:23]=[CH:22][CH:21]=1)=[O:17])([C:4]([CH3:7])([CH3:6])[CH3:5])([CH3:3])[CH3:2].CC(C([O-])=O)CCCCC>>[CH2:19]([O:18][C:16]([N:12]1[CH2:11][C:10](=[O:26])[C@@H:9]2[C@H:13]1[C:14](=[O:15])[N:8]2[Si:1]([C:4]([CH3:6])([CH3:5])[CH3:7])([CH3:2])[CH3:3])=[O:17])[C:20]1[CH:25]=[CH:24][CH:23]=[CH:22][CH:21]=1. The reactants are [Si](C)(C)(C(C)(C)C)N1[C@@H]2[C@H](CN([C@@H]2C1=O)C(=O)OCC1=CC=CC=C1)O (benzyl (1S,4S,5S)-6-(t-butyldimethylsilanyl)-4-hydroxy-7-oxo-2,6-diazabicyclo[3.2.0]heptane-2-carboxylate), benzyl (1S,5S)-6-(3,4-dimethoxybenzyl)-4,7-dioxo, CC(CCCCC)C(=O)[O-] (heptane-2-carboxylate). Procedure details: (1S,5S)-6-(t-Butyl-dimethyl-silanyl)-4,7-dioxo-2,6-diazabicyclo[3.2.0]heptane-2-carboxylic acid benzyl ester was prepared from benzyl (1S,4S,5S)-6-(t-butyldimethylsilanyl)-4-hydroxy-7-oxo-2,6-diazabicyclo[3.2.0]heptane-2-carboxylate in the same manner as described for benzyl (1S,5S)-6-(3,4-dimethoxybenzyl)-4,7-dioxo-2,6-diazabicyclo[3.2.0.]heptane-2-carboxylate (Example 7). Product: C(C1=CC=CC=C1)OC(=O)N1[C@@H]2C(N([C@@H]2C(C1)=O)[Si](C)(C)C(C)(C)C)=O ((1S,5S)-6-(t-Butyl-dimethyl-silanyl)-4,7-dioxo-2,6-diazabicyclo[3.2.0]heptane-2-carboxylic acid benzyl ester). Starting materials: BrCC(=C(CBr)C1=CC=CC=C1)C1=CC=CC=C1 (1,4-dibromo-2,3-diphenyl-2-butene), [Na+].[I-] (NaI). Solvent: CC(=O)C (acetone). The product is C1(=CC=CC=C1)C(=C)C(=C)C1=CC=CC=C1 (2,3-diphenyl-1,3-butadiene). RXN SMILES: Br[CH2:2][C:3]([C:13]1[CH:18]=[CH:17][CH:16]=[CH:15][CH:14]=1)=[C:4]([C:7]1[CH:12]=[CH:11][CH:10]=[CH:9][CH:8]=1)[CH2:5]Br.[Na+].[I-]>CC(C)=O>[C:7]1([C:4]([C:3]([C:13]2[CH:14]=[CH:15][CH:16]=[CH:17][CH:18]=2)=[CH2:2])=[CH2:5])[CH:12]=[CH:11][CH:10]=[CH:9][CH:8]=1 |f:1.2|. Procedure: The process of this invention for synthesis of 2,3-diphenyl-1,3-butadiene is comprised of a four step procedure wherein the starting compound acetophenone is dimerized under an ultra violet reaction process to yield acetophenone pinacol which is subsequently converted to 2,3-diphenyl-2-butene in the step 2 procedure. The 2,3-diphenyl-2-butene is then reacted with N-bromosuccinimide (NBS) in an ultra violet reactor in a CCl4 reaction solvent to form 1,4-dibromo-2,3-diphenyl-2-butene in the step 3... The reactants are N(N)C(C=1C=CC=2N(C1)C=C(N2)C(=O)OCC)=N (ethyl 6-[hydrazino(imino)methyl]imidazo[1,2-a]pyridine-2-carboxylate), C(=O)O (formic acid). Run at temperature 85 celsius. Product: N1N=C(N=C1)C=1C=CC=2N(C1)C=C(N2)C(=O)OCC (ethyl 6-(1H-1,2,4-triazol-3-yl)imidazo[1,2-a]pyridine-2-carboxylate). RXN SMILES: [NH:1]([C:3](=[NH:18])[C:4]1[CH:5]=[CH:6][C:7]2[N:8]([CH:10]=[C:11]([C:13]([O:15][CH2:16][CH3:17])=[O:14])[N:12]=2)[CH:9]=1)[NH2:2].[CH:19](O)=O>>[NH:2]1[CH:19]=[N:18][C:3]([C:4]2[CH:5]=[CH:6][C:7]3[N:8]([CH:10]=[C:11]([C:13]([O:15][CH2:16][CH3:17])=[O:14])[N:12]=3)[CH:9]=2)=[N:1]1. Procedure: A suspension of 580 mg of ethyl 6-[hydrazino(imino)methyl]imidazo[1,2-a]pyridine-2-carboxylate in 6 mL of formic acid is heated for 20 hours at 85° C. The reaction mixture is concentrated to less than 20% of its initial volume and diluted with 20 mL of water. Solid sodium carbonate is added at 0-5° C. to obtain a pH of 8-9. The precipitate is filtered off by suction, and then purified by chromatography on silica, eluting with a mixture of dichloromethane and methanol (98/2) to give 320 mg of eth... The reactants are COC=1C=C(C=CC1N1C=NC(=C1)C)NC(=S)N ([3-methoxy-4-(4-methyl-imidazol-1-yl)-phenyl]-thiourea), ClC(C(C)=O)CC1=CC(=CC=C1)Cl (3-chloro-4-(3-chlorophenyl)-2-butanone). Solvent: C(C)O (ethanol). Yields the product ClC=1C=C(CC2=C(N=C(S2)NC2=CC(=C(C=C2)N2C=NC(=C2)C)OC)C)C=CC1 ([5-(3-Chloro-benzyl)-4-methyl-thiazol-2-yl]-[3-methoxy-4-(4-methyl-imidazol-1-yl)-phenyl]-amine). As a reaction SMILES: [CH3:1][O:2][C:3]1[CH:4]=[C:5]([NH:15][C:16]([NH2:18])=[S:17])[CH:6]=[CH:7][C:8]=1[N:9]1[CH:13]=[C:12]([CH3:14])[N:11]=[CH:10]1.Cl[CH:20]([CH2:24][C:25]1[CH:30]=[CH:29][CH:28]=[C:27]([Cl:31])[CH:26]=1)[C:21](=O)[CH3:22]>C(O)C>[Cl:31][C:27]1[CH:26]=[C:25]([CH:30]=[CH:29][CH:28]=1)[CH2:24][C:20]1[S:17][C:16]([NH:15][C:5]2[CH:6]=[CH:7][C:8]([N:9]3[CH:13]=[C:12]([CH3:14])[N:11]=[CH:10]3)=[C:3]([O:2][CH3:1])[CH:4]=2)=[N:18][C:21]=1[CH3:22]. Reported procedure: A suspension of 78.7 mg (0.3 mmol) [3-methoxy-4-(4-methyl-imidazol-1-yl)-phenyl]-thiourea and of 71.6 mg (0.33 mmol) of 3-chloro-4-(3-chlorophenyl)-2-butanone in ethanol (3 ml) was heated over night to reflux to yield a yellow solution. After cooling to room temperature the solvent was evaporated under reduced pressure and the residue was purified on silica gel with methylene chloride/methanol 19/1 yielding 55 mg (43%) [5-(3-chloro-benzyl)-4-methyl-thiazol-2-yl]-[3-methoxy-4-(4-methyl-imidazol-1... The reactants are Cc1ccc2c(c1)N(CC(C)CO[Si](C)(C)C(C)(C)C)C(=O)CO2, CCCC[N+](CCCC)(CCCC)CCCC, C1CCOC1, [F-]. Yields the product Cc1ccc2c(c1)N(CC(C)CO)C(=O)CO2. Reaction SMILES: [C:1]([Si:2]([CH3:3])([CH3:4])[O:6][CH2:7][CH:8]([CH2:9][N:10]1[C:11](=[O:21])[CH2:12][O:13][c:14]2[c:15]1[cH:16][c:17]([CH3:20])[cH:18][cH:19]2)[CH3:22])([CH3:5])([CH3:23])[CH3:24].[CH2:26]([N+:27]([CH2:28][CH2:29][CH2:30][CH3:31])([CH2:32][CH2:33][CH2:34][CH3:35])[CH2:36][CH2:37][CH2:38][CH3:39])[CH2:40][CH2:41][CH3:42].[CH2:43]1[O:44][CH2:45][CH2:46][CH2:47]1.[F-:25]>>[OH:6][CH2:7][CH:8]([CH2:9][N:10]1[C:11](=[O:21])[CH2:12][O:13][c:14]2[c:15]1[cH:16][c:17]([CH3:20])[cH:18][cH:19]2)[CH3:22]. Reactants: NC1=CC=C(C=C1)[C@H]1[C@@H](C1)C(=O)OC (methyl (1R,2R)-2-(4-aminophenyl)cyclopropane carboxylate), CO\N=C(/COC1=CC=C(C=O)C=C1)\C1=C(C=CC=C1)C (4-{[(2Z)-2-(methoxyimino)-2-(2-methylphenyl)ethyl]oxy}benzaldehyde). Product: CO\N=C(/COC1=CC=C(CNC2=CC=C(C=C2)[C@H]2[C@@H](C2)C(=O)O)C=C1)\C1=C(C=CC=C1)C ((1R,2R)-2-{4-[(4-{[(2Z)-2-(Methoxyimino)-2-(2-methylphenyl)ethyl]oxy}benzyl)amino]phenyl}cyclopropanecarboxylic acid). The yield is 28.0%. As a reaction SMILES: [NH2:1][C:2]1[CH:7]=[CH:6][C:5]([C@@H:8]2[CH2:10][C@H:9]2[C:11]([O:13]C)=[O:12])=[CH:4][CH:3]=1.[CH3:15][O:16]/[N:17]=[C:18](/[C:29]1[CH:34]=[CH:33][CH:32]=[CH:31][C:30]=1[CH3:35])\[CH2:19][O:20][C:21]1[CH:28]=[CH:27][C:24]([CH:25]=O)=[CH:23][CH:22]=1>>[CH3:15][O:16]/[N:17]=[C:18](/[C:29]1[CH:34]=[CH:33][CH:32]=[CH:31][C:30]=1[CH3:35])\[CH2:19][O:20][C:21]1[CH:28]=[CH:27][C:24]([CH2:25][NH:1][C:2]2[CH:3]=[CH:4][C:5]([C@@H:8]3[CH2:10][C@H:9]3[C:11]([OH:13])=[O:12])=[CH:6][CH:7]=2)=[CH:23][CH:22]=1. Reported procedure: Compound 15 was synthesized from methyl (1R,2R)-2-(4-aminophenyl)cyclopropane carboxylate (0.18 g, 0.9 mmol) and 4-{[(2Z)-2-(methoxyimino)-2-(2-methylphenyl)ethyl]oxy}benzaldehyde (0.31 g, 1.1 mmol) by following the procedure described in Scheme 3 (0.12 g, yield: 28%); Purity: 91.26%. Reactants: CCN1C(=O)C(C)CC1COC(c1ccccc1)(c1ccccc1)c1ccccc1, CC(C)[N-]C(C)C, CI, [Li+], C1CCOC1. The product is CCN1C(=O)C(C)(C)CC1COC(c1ccccc1)(c1ccccc1)c1ccccc1. RXN SMILES: [CH2:1]([CH3:2])[N:3]1[C:4](=[O:30])[CH:5]([CH3:29])[CH2:6][CH:7]1[CH2:8][O:9][C:10]([c:11]1[cH:12][cH:13][cH:14][cH:15][cH:16]1)([c:17]1[cH:18][cH:19][cH:20][cH:21][cH:22]1)[c:23]1[cH:24][cH:25][cH:26][cH:27][cH:28]1.[CH:31]([N-:32][CH:33]([CH3:34])[CH3:35])([CH3:36])[CH3:37].[I:39][CH3:40].[Li+:38].[O:41]1[CH2:42][CH2:43][CH2:44][CH2:45]1>>[CH2:1]([CH3:2])[N:3]1[C:4](=[O:30])[C:5]([CH3:29])([CH3:31])[CH2:6][CH:7]1[CH2:8][O:9][C:10]([c:11]1[cH:12][cH:13][cH:14][cH:15][cH:16]1)([c:17]1[cH:18][cH:19][cH:20][cH:21][cH:22]1)[c:23]1[cH:24][cH:25][cH:26][cH:27][cH:28]1.